Dataset: the Open Reaction Database (ORD), a public repository of structured organic reaction records. Task: describe an organic reaction: reactants, conditions, products, and yield The reactants are NC=1C=C(C(=O)O)C=CC1N (3,4-diaminobenzoic acid), C(C)(=O)O (acetic acid). Run in Cl (HCl). Yields the product CC1=NC2=C(N1)C=CC(=C2)C(=O)O (2-Methyl-1H-benzimidazole-5-carboxylic acid). RXN SMILES: [NH2:1][C:2]1[CH:3]=[C:4]([CH:8]=[CH:9][C:10]=1[NH2:11])[C:5]([OH:7])=[O:6].[C:12](O)(=O)[CH3:13]>Cl>[CH3:12][C:13]1[NH:11][C:10]2[CH:9]=[CH:8][C:4]([C:5]([OH:7])=[O:6])=[CH:3][C:2]=2[N:1]=1. Procedure details: 100 g (0.657 mol) of 3,4-diaminobenzoic acid are boiled under reflux with 47.3 g (0.788 mol) of glacial acetic acid and 600 ml of 4N HCl in analogy to Example 14a. Starting materials: solution, [H-].C(C(C)C)[Al+]CC(C)C (diisobutylaluminum hydride), COC(C=CC=1C=NC(=CC1)C1=CC=C(C=C1)F)=O (3-(6-(4-fluorophenyl)pyridin-3-yl)acrylic acid methyl ester). The solvent is CCCCCC (hexane), ClCCl (dichloromethane). Run at temperature -70 celsius, time 3 hour. The product is FC1=CC=C(C=C1)C1=CC=C(C=N1)C=CCO (3-(6-(4-Fluorophenyl)pyridin-3-yl)prop-2-en-1-ol). RXN SMILES: C[O:2][C:3](=O)[CH:4]=[CH:5][C:6]1[CH:7]=[N:8][C:9]([C:12]2[CH:17]=[CH:16][C:15]([F:18])=[CH:14][CH:13]=2)=[CH:10][CH:11]=1.[H-].C([Al+]CC(C)C)C(C)C>ClCCl.CCCCCC>[F:18][C:15]1[CH:16]=[CH:17][C:12]([C:9]2[N:8]=[CH:7][C:6]([CH:5]=[CH:4][CH2:3][OH:2])=[CH:11][CH:10]=2)=[CH:13][CH:14]=1 |f:1.2|. Reported procedure: 520 mg (2 mmol) of 3-(6-(4-fluorophenyl)pyridin-3-yl)acrylic acid methyl ester were dissolved in 40 ml of dichloromethane and cooled to −70° C. Under argon, 4.65 ml of a 1M solution of diisobutylaluminum hydride in hexane were slowly added. The mixture was stirred at −70° C. for 3 h, quenched with a solution of sodium sulfate, and warmed to room temperature. After filtration over Celite, the organic phase was separated and evaporated. Yield: 430 mg (93%) The reactants are CN(C)C=O, CCOC(=O)CP(=O)(OCC)OCC, CC(C)c1ccc(C=O)cc1, [H-], [Na+], O. Yields the product CCOC(=O)C=Cc1ccc(C(C)C)cc1. Reaction SMILES: [CH3:29][N:30]([CH3:31])[CH:32]=[O:33].[CH3:3][CH2:4][O:5][C:6](=[O:7])[CH2:8][P:9]([O:10][CH2:11][CH3:12])([O:13][CH2:14][CH3:15])=[O:16].[CH:17]([CH3:18])([CH3:19])[c:20]1[cH:21][cH:22][c:23]([CH:24]=[O:25])[cH:26][cH:27]1.[H-:1].[Na+:2].[OH2:28]>>[CH3:3][CH2:4][O:5][C:6](=[O:7])[CH:8]=[CH:24][c:23]1[cH:22][cH:21][c:20]([CH:17]([CH3:18])[CH3:19])[cH:27][cH:26]1. The reactants are N(=[N+]=[N-])C[C@@H]1[C@H](C[C@@H](O1)N1C=NC=2C(NC(C3=CC=CC=C3)=O)=NC=NC12)O (5'-Azido-N6-benzoyl-2',5'-dideoxyadenosine), [Si](C)(C)(C(C)(C)C)Cl (t-butyldimethylsilyl chloride), N1C=NC=C1 (imidazole). The solvent is CN(C=O)C (dimethylformamide). Reaction conditions: time 20 hour. Product: N(=[N+]=[N-])C[C@@H]1[C@H](C[C@@H](O1)N1C=NC=2C(NC(C3=CC=CC=C3)=O)=NC=NC12)O[Si](C)(C)C(C)(C)C (5'-Azido-N6-benzoyl-3'-O-t-butyldimethylsilyl-2',5'-dideoxyadenosine). Yield: 93.5%. Reaction SMILES: [N:1]([CH2:4][C@H:5]1[O:9][C@@H:8]([N:10]2[C:27]3[N:26]=[CH:25][N:24]=[C:14]([NH:15][C:16](=[O:23])[C:17]4[CH:22]=[CH:21][CH:20]=[CH:19][CH:18]=4)[C:13]=3[N:12]=[CH:11]2)[CH2:7][C@@H:6]1[OH:28])=[N+:2]=[N-:3].[Si:29](Cl)([C:32]([CH3:35])([CH3:34])[CH3:33])([CH3:31])[CH3:30].N1C=CN=C1>CN(C)C=O>[N:1]([CH2:4][C@H:5]1[O:9][C@@H:8]([N:10]2[C:27]3[N:26]=[CH:25][N:24]=[C:14]([NH:15][C:16](=[O:23])[C:17]4[CH:22]=[CH:21][CH:20]=[CH:19][CH:18]=4)[C:13]=3[N:12]=[CH:11]2)[CH2:7][C@@H:6]1[O:28][Si:29]([C:32]([CH3:35])([CH3:34])[CH3:33])([CH3:31])[CH3:30])=[N+:2]=[N-:3]. Procedure: A mixture of 8.9 g (24 mmol) of 5'-Azido-N6-benzoyl-2',5'-dideoxyadenosine (which can be prepared as in reference 36), 5.4 g (35 mmol) of t-butyldimethylsilyl chloride, and 3.3 g (48 mmol) of imidazole in 100 ml of anhydrous dimethylformamide (DMF) was stirred at room temperature (RT) for 20 hr. The solvent was removed under vacuum, and the residue was partitioned between one half saturated brine and EtOAc (2×200 ml). The combined organic layers were washed with brine, dried with sodium sulfate ...